This data is from the Open Reaction Database (ORD), a public repository of structured organic reaction records. The task is: describe an organic reaction: reactants, conditions, products, and yield Reactants: ClCCl, N#Cc1c(SC(F)(F)F)c(N)n(-c2c(Cl)cc(C(F)(F)F)cc2Cl)c1C#N, O, OO, O=C(O)C(F)(F)F. Yields the product N#Cc1c(S(=O)C(F)(F)F)c(N)n(-c2c(Cl)cc(C(F)(F)F)cc2Cl)c1C#N. Reaction SMILES: [CH2:30]([Cl:31])[Cl:32].[NH2:3][c:4]1[c:5]([S:25][C:26]([F:27])([F:28])[F:29])[c:6]([C:23]#[N:24])[c:7]([C:21]#[N:22])[n:8]1-[c:9]1[c:10]([Cl:20])[cH:11][c:12]([C:16]([F:17])([F:18])[F:19])[cH:13][c:14]1[Cl:15].[OH2:33].[OH:1][OH:2].[OH:34][C:35]([C:36]([F:37])([F:38])[F:39])=[O:40]>>[O:1]=[S:25]([c:5]1[c:4]([NH2:3])[n:8](-[c:9]2[c:10]([Cl:20])[cH:11][c:12]([C:16]([F:17])([F:18])[F:19])[cH:13][c:14]2[Cl:15])[c:7]([C:21]#[N:22])[c:6]1[C:23]#[N:24])[C:26]([F:27])([F:28])[F:29]. Starting materials: CC(=C)C (2-methylpropene), FC(S(=O)(=O)O)(F)F (trifluoromethanesulfonic acid), OC1=C(CO)C=CC=C1 (2-hydroxy benzyl alcohol). Solvent: C(Cl)Cl (CH2Cl2). Reaction conditions: temperature -78 celsius, time 5 hour. Product: C(C)(C)(C)OC1=C(C=CC=C1)CO ((2-tert-butoxyphenyl)methanol). Yield: 30.0%. Reaction SMILES: [OH:1][C:2]1[CH:9]=[CH:8][CH:7]=[CH:6][C:3]=1[CH2:4][OH:5].[CH3:10][C:11]([CH3:13])=[CH2:12].FC(F)(F)S(O)(=O)=O>C(Cl)Cl>[C:11]([O:1][C:2]1[CH:9]=[CH:8][CH:7]=[CH:6][C:3]=1[CH2:4][OH:5])([CH3:13])([CH3:12])[CH3:10]. Procedure details: The procedure was adopted from the previously published literature (J. Org. Chem. 1986, 51, 113-114). To a flame-dried flask, 2-hydroxy benzyl alcohol (10 g, 80 mg) and 400 mL CH2Cl2 was added. The reaction mixture was cooled to −78° C. by use of a dry ice/acetone bath. Following the addition of liquefied 2-methylpropene (40 mL), trifluoromethanesulfonic acid (2 mL, 22 mmol) was added. The reaction mixture was stirred for 5 hr while maintaining the temperature at −78° C. The reaction was quenche... Reactants: CCCCO, CCN, Clc1nc(Cl)c2[nH]cnc2n1. The product is CCNc1nc(Cl)nc2nc[nH]c12. As a reaction SMILES: [CH2:15]([OH:16])[CH2:17][CH2:18][CH3:19].[CH3:12][CH2:13][NH2:14].[Cl:1][c:2]1[n:3][c:4]([Cl:11])[c:5]2[nH:6][cH:7][n:8][c:9]2[n:10]1>>[Cl:1][c:2]1[n:3][c:4]([NH:14][CH2:13][CH3:12])[c:5]2[nH:6][cH:7][n:8][c:9]2[n:10]1. Reactants: C1=CC=C(C=C1)P(C2=CC=CC=C2)C3=CC=CC=C3 (PPh3), CCN(C(C)C)C(C)C (DIPEA), C(C)[Si](CC)(CC)C#C ((triethylsilyl)acetylene), C1=CC=C(C=C1)P(C2=CC=CC=C2)C3=CC=CC=C3 (PPh3), BrC1=C(C(=CC=C1)C(F)(F)F)CC(=O)OC (methyl 2-(2-bromo-6-(trifluoromethyl)phenyl)acetate), CCN(C(C)C)C(C)C (DIPEA), C(C)[Si](CC)(CC)C#C ((triethylsilyl)acetylene). Reagents/catalysts: [Cu]I (CuI), Cl[Pd]([P](C1=CC=CC=C1)(C2=CC=CC=C2)C3=CC=CC=C3)([P](C4=CC=CC=C4)(C5=CC=CC=C5)C6=CC=CC=C6)Cl (PdCl2(PPh3)2), [Cu]I (CuI), Cl[Pd]([P](C1=CC=CC=C1)(C2=CC=CC=C2)C3=CC=CC=C3)([P](C4=CC=CC=C4)(C5=CC=CC=C5)C6=CC=CC=C6)Cl (PdCl2(PPh3)2). Run in CN(C)C=O (DMF), CN(C)C=O (DMF). Run at temperature 90 celsius. The product is C(C)[Si](CC)(CC)C#CC1=C(C(=CC=C1)C(F)(F)F)CC(=O)OC (Methyl 2-(2-((triethylsilyl)ethynyl)-6-(trifluoromethyl)phenyl)acetate). RXN SMILES: C1C=CC(P(C2C=CC=CC=2)C2C=CC=CC=2)=CC=1.Br[C:21]1[CH:26]=[CH:25][CH:24]=[C:23]([C:27]([F:30])([F:29])[F:28])[C:22]=1[CH2:31][C:32]([O:34][CH3:35])=[O:33].CCN(C(C)C)C(C)C.[CH2:45]([Si:47]([C:52]#[CH:53])([CH2:50][CH3:51])[CH2:48][CH3:49])[CH3:46]>CN(C=O)C.[Cu]I.Cl[Pd](Cl)([P](C1C=CC=CC=1)(C1C=CC=CC=1)C1C=CC=CC=1)[P](C1C=CC=CC=1)(C1C=CC=CC=1)C1C=CC=CC=1>[CH2:48]([Si:47]([C:45]#[C:46][C:21]1[CH:26]=[CH:25][CH:24]=[C:23]([C:27]([F:30])([F:29])[F:28])[C:22]=1[CH2:31][C:32]([O:34][CH3:35])=[O:33])([CH2:52][CH3:53])[CH2:50][CH3:51])[CH3:49] |^1:63,82|. Procedure: A mixture of CuI (0.005 g, 0.03 mmol), PdCl2(PPh3)2 (0.009 g, 0.01 mmol), PPh3 (0.017 g, 0.065 mmol) and methyl 2-(2-bromo-6-(trifluoromethyl)phenyl)acetate (A91) (0.213 g, 0.717 mmol) in DMF (2.0 mL) was degassed with nitrogen for several minutes before the addition of DIPEA (2.00 mL, 11.5 mmol) and (triethylsilyl)acetylene (0.50 mL, 2.8 mmol). The resulting mixture was then degassed with nitrogen before heating under microwave irradiation at 90° C. for 2×20 minutes. The volatiles were evaporat... Reactants: O (water), FC1=C(C=CC=C1)C(CC#N)=O (3-(2-Fluorophenyl)-3-oxopropanenitrile), O1C(OCC1)C1=NC=CC=C1N (2-(1,3-dioxolan-2-yl)-3-pyridinamine), CC=1C=CC(=CC1)S(=O)(=O)O (p-TSA). Solvent: C(C)(=O)OCC (ethyl acetate), C1(=CC=CC=C1)C (toluene). Reaction conditions: temperature 120 celsius. The product is FC1=C(C=CC=C1)C1=NC2=CC=CN=C2C=C1C#N (2-(2-fluorophenyl)-1,5-naphthyridine-3-carbonitrile). RXN SMILES: [F:1][C:2]1[CH:7]=[CH:6][CH:5]=[CH:4][C:3]=1[C:8](=O)[CH2:9][C:10]#[N:11].O1CCO[CH:14]1[C:18]1[C:23]([NH2:24])=[CH:22][CH:21]=[CH:20][N:19]=1.CC1C=CC(S(O)(=O)=O)=CC=1.O>C1(C)C=CC=CC=1.C(OCC)(=O)C>[F:1][C:2]1[CH:7]=[CH:6][CH:5]=[CH:4][C:3]=1[C:8]1[C:9]([C:10]#[N:11])=[CH:14][C:18]2[C:23](=[CH:22][CH:21]=[CH:20][N:19]=2)[N:24]=1. Procedure: 3-(2-Fluorophenyl)-3-oxopropanenitrile (1.5 g, 9.2 mmol) and 2-(1,3-dioxolan-2-yl)-3-pyridinamine (1.68 g, 10.12 mmol) were dissolved in toluene (100 mL). To the mixture was added catalytic amount of p-TSA (300 mg) and the reaction flask equipped with Dean-Stark assembly was heated for 4 h at 120° C. After completion of reaction, the reaction mixture was treated with water and ethyl acetate. The organic layer was separated and the aqueous layer was back extracted with ethyl acetate. The organic ...